Dataset: the Open Reaction Database (ORD), a public repository of structured organic reaction records. Task: describe an organic reaction: reactants, conditions, products, and yield Reactants: NC1=NN(C2=C1C(NC=C2)=O)C(C)(C)C (3-amino-1-tert-butyl-1,5-dihydro-4H-pyrazolo[4,3-c]pyridin-4-one), N1=CC=CC=C1 (pyridine), C(C1=CC=CC=C1)(=O)Cl (benzoyl chloride). The solvent is C1CCOC1 (THF). Run at time 8 hour. Yields the product C(C)(C)(C)N1N=C(C=2C(NC=CC21)=O)NC(C2=CC=CC=C2)=O (N-(1-tert-butyl-4-oxo-4,5-dihydro-1H-pyrazolo[4,3-c]pyridin-3-yl)benzamide). RXN SMILES: [NH2:1][C:2]1[C:6]2[C:7](=[O:11])[NH:8][CH:9]=[CH:10][C:5]=2[N:4]([C:12]([CH3:15])([CH3:14])[CH3:13])[N:3]=1.N1C=CC=CC=1.[C:22](Cl)(=[O:29])[C:23]1[CH:28]=[CH:27][CH:26]=[CH:25][CH:24]=1>C1COCC1>[C:12]([N:4]1[C:5]2[CH:10]=[CH:9][NH:8][C:7](=[O:11])[C:6]=2[C:2]([NH:1][C:22](=[O:29])[C:23]2[CH:28]=[CH:27][CH:26]=[CH:25][CH:24]=2)=[N:3]1)([CH3:15])([CH3:14])[CH3:13]. Procedure: To a solution of 3-amino-1-tert-butyl-1,5-dihydro-4H-pyrazolo[4,3-c]pyridin-4-one (20.0 mg) obtained in Example 264 and pyridine (0.016 ml) in THF (3 ml) was added benzoyl chloride (0.023 ml), and the mixture was stirred overnight at room temperature. The reaction mixture was extracted with water and ethyl acetate, and the organic layer was washed with saturated brine, dried over anhydrous sodium sulfate, filtered, and concentrated under reduced pressure. The obtained residue was purified by sil... Starting materials: COC1CCc2c(CBr)cccc21, Cc1ccc(S(=O)(=O)O)cc1, Cc1ccccc1. Yields the product BrCc1cccc2c1CC=C2. As a reaction SMILES: [Br:1][CH2:2][c:3]1[c:4]2[c:8]([cH:9][cH:10][cH:11]1)[CH:7]([O:12][CH3:13])[CH2:6][CH2:5]2.[CH3:14][c:15]1[cH:16][cH:17][c:18]([S:19]([OH:20])(=[O:21])=[O:22])[cH:23][cH:24]1.[CH3:25][c:26]1[cH:27][cH:28][cH:29][cH:30][cH:31]1>>[Br:1][CH2:2][c:3]1[c:4]2[c:8]([cH:9][cH:10][cH:11]1)[CH:7]=[CH:6][CH2:5]2.